This data is from the Open Reaction Database (ORD), a public repository of structured organic reaction records. The task is: describe an organic reaction: reactants, conditions, products, and yield Reactants: C#CCCOCCCCCCBr, CCN(C(C)C)C(C)C, [Cu]I, O=[N+]([O-])c1cccc(I)c1, CN(C)C=O. The product is O=[N+]([O-])c1cccc(C#CCCOCCCCCCBr)c1. Reaction SMILES: [CH2:11]([CH2:12][C:13]#[CH:14])[O:15][CH2:16][CH2:17][CH2:18][CH2:19][CH2:20][CH2:21][Br:22].[CH:28]([N:29]([CH:30]([CH3:31])[CH3:32])[CH2:33][CH3:34])([CH3:35])[CH3:36].[Cu:37][I:38].[I:1][c:2]1[cH:3][c:4]([N+:8](=[O:9])[O-:10])[cH:5][cH:6][cH:7]1.[O:23]=[CH:24][N:25]([CH3:26])[CH3:27]>>[c:2]1([C:14]#[C:13][CH2:12][CH2:11][O:15][CH2:16][CH2:17][CH2:18][CH2:19][CH2:20][CH2:21][Br:22])[cH:3][c:4]([N+:8](=[O:9])[O-:10])[cH:5][cH:6][cH:7]1. The reactants are ClC=1C=NC2=C(C(=CC=C2C1)Cl)C#N (3,7-dichloro-8-cyanoquinoline), C(CCC)NCCCC (di-n-butylamine). Run in COC(CC)O (methoxypropanol). Yields the product ClC=1C=NC2=C(C(=CC=C2C1)N(CCCC)CCCC)C#N (3-chloro-8-cyano-7-di-n-butylaminoquinoline). Isolated yield 82.3%. RXN SMILES: [Cl:1][C:2]1[CH:3]=[N:4][C:5]2[C:10]([CH:11]=1)=[CH:9][CH:8]=[C:7](Cl)[C:6]=2[C:13]#[N:14].[CH2:15]([NH:19][CH2:20][CH2:21][CH2:22][CH3:23])[CH2:16][CH2:17][CH3:18]>COC(O)CC>[Cl:1][C:2]1[CH:3]=[N:4][C:5]2[C:10]([CH:11]=1)=[CH:9][CH:8]=[C:7]([N:19]([CH2:20][CH2:21][CH2:22][CH3:23])[CH2:15][CH2:16][CH2:17][CH3:18])[C:6]=2[C:13]#[N:14]. Reported procedure: 22.3 g of 3,7-dichloro-8-cyanoquinoline and 26 g of di-n-butylamine in 300 ml of methoxypropanol were refluxed for 12 hours, the solution was cooled, and the precipitated solid was filtered off under suction and recrystallized from a mixture of naphtha and toluene. 26 g of 3-chloro-8-cyano-7-di-n-butylaminoquinoline of melting point 112° C. were obtained. Yield: 82.5% of theory. Reactants: NCC[C@@H]1C[C@@H](OC2(O1)CCCCC2)CC(=O)O ((±)-cis-4-(2-aminoethyl)-1,5-dioxaspiro[5.5]undecane-2-acetic acid), FC1=CC=C(C=C1)C(C(C(C(=O)NC1=CC=CC=C1)C(C(C)C)=O)C1=CC=CC=C1)=O ((±)-4-fluoro-α-[2-methyl-1-oxopropyl]-γ-oxo-N,β-diphenylbenzenebutaneamide), CS(=O)C (dimethyl sulfoxide), C(C)OCC (diethyl ether), [Cl-].[NH4+] (ammonium chloride). Reported procedure: A solution of 0.31 g (1.21 mmol) of (±)-cis-4-(2-aminoethyl)-1,5-dioxaspiro[5.5]undecane-2-acetic acid and 0.504 g (1.20 mmol) of (±)-4-fluoro-α-[2-methyl-1-oxopropyl]-γ-oxo-N,β-diphenylbenzenebutaneamide mixture of [R-(R*,R*)], [R-(R*,S*)], [S-(R*,R*)] and [S-(R*,S*)] isomers in 5 mL of dimethyl sulfoxide is heated at 105° C. for 15 hours. The solution is cooled and poured into 100 mL of diethyl ether and 50 mL of saturated ammonium chloride in water. The layers are separated and the organic la... As a reaction SMILES: NCC[C@H:4]1[O:9][C:8]2([CH2:14]CCCC2)[O:7][C@@H:6]([CH2:15][C:16]([OH:18])=O)[CH2:5]1.[F:19][C:20]1[CH:25]=[CH:24][C:23]([C:26](=O)[CH:27]([C:43]2[CH:48]=[CH:47][CH:46]=[CH:45][CH:44]=2)[CH:28]([C:38](=O)C(C)C)[C:29]([NH:31][C:32]2[CH:37]=[CH:36][CH:35]=[CH:34][CH:33]=2)=[O:30])=[CH:22][CH:21]=1.C(O[CH2:53][CH3:54])C.[Cl-].[NH4+:56].[CH3:57]S(C)=O>O>[F:19][C:20]1[CH:25]=[CH:24][C:23]([C:26]2[N:56]([CH2:4][CH2:5][C@H:6]3[CH2:15][C@H:16]([OH:18])[CH2:14][C:8](=[O:9])[O:7]3)[C:38]([CH:53]([CH3:54])[CH3:57])=[C:28]([C:29]([NH:31][C:32]3[CH:33]=[CH:34][CH:35]=[CH:36][CH:37]=3)=[O:30])[C:27]=2[C:43]2[CH:44]=[CH:45][CH:46]=[CH:47][CH:48]=2)=[CH:22][CH:21]=1 |f:3.4|. Yields the product FC1=CC=C(C=C1)C1=C(C(=C(N1CC[C@@H]1OC(C[C@H](C1)O)=O)C(C)C)C(=O)NC1=CC=CC=C1)C1=CC=CC=C1 (trans-(±)-5-(4-fluorophenyl)-2-(1-methylethyl)-N,4-diphenyl-1-[2-(tetrahydro-4-hydroxy-6-oxo-2H-pyran-2-yl)ethyl]-1H-pyrrole-3-carboxamide). Solvent: O (water). Conditions: temperature 105 celsius, time 3 hour.